This data is from the Open Reaction Database (ORD), a public repository of structured organic reaction records. The task is: describe an organic reaction: reactants, conditions, products, and yield Reactants: O=N[O-], NC(N)=O, NCCCCC(N)C(=O)O, [Na+], O, O=[N+]([O-])O, O=S(=O)(O)O. Product: NCCCCC(O)C(=O)O. RXN SMILES: [N:1]([O-:2])=[O:3].[NH2:16][C:17]([NH2:18])=[O:19].[NH2:6][CH:7]([CH2:8][CH2:9][CH2:10][CH2:11][NH2:12])[C:13](=[O:14])[OH:15].[Na+:4].[OH2:5].[OH:20][N+:21](=[O:22])[O-:23].[S:24](=[O:25])(=[O:26])([OH:27])[OH:28]>>[CH:7]([CH2:8][CH2:9][CH2:10][CH2:11][NH2:12])([C:13](=[O:14])[OH:15])[OH:19]. Reactants: CN(C)C=1C=CC(=CC1)N=NC=2C=CC(=CC2)S(=O)(=O)O (methyl orange), Cl (hydrochloric acid), Br.BrCC(=O)C1=CC=C(C=C1)N1C=NC=C1 (2-bromo-1-[4-(1H-imidazol-1-yl)-phenyl]ethanone hydrobromide), C(#N)[BH3-].[Na+] (sodium cyanoborohydride). Solvent: CO (methanol), CO (methanol). Product: BrCC(O)C1=CC=C(C=C1)N1C=NC=C1 (α-(Bromomethyl)-4-(1H-imidazol-1-yl)benzenemethanol). Reaction SMILES: Br.[Br:2][CH2:3][C:4]([C:6]1[CH:11]=[CH:10][C:9]([N:12]2[CH:16]=[CH:15][N:14]=[CH:13]2)=[CH:8][CH:7]=1)=[O:5].C([BH3-])#N.[Na+].CN(C1C=CC(N=NC2C=CC(S(O)(=O)=O)=CC=2)=CC=1)C.Cl>CO>[Br:2][CH2:3][CH:4]([C:6]1[CH:7]=[CH:8][C:9]([N:12]2[CH:16]=[CH:15][N:14]=[CH:13]2)=[CH:10][CH:11]=1)[OH:5] |f:0.1,2.3|. Procedure: Stir a mixture of 2-bromo-1-[4-(1H-imidazol-1-yl)-phenyl]ethanone hydrobromide (15.45 g, 44.6 mmol) and sodium cyanoborohydride (5.61 g, 89.3 mmol) in methanol (250 mL). Add a crystal of methyl orange and adjust the pH to 3.0 with 1.35M hydrochloric acid in methanol. Maintain the pH at 3.0 for about 2 hr. Treat the resulting solution with decolorizing carbon and filter through celite. Concentrate the filtrate and add water (200 mL) and methylene chloride (100 mL) to the residue. Adjust the pH to... The reactants are O=C([O-])[O-], CCNCC1CCN(Cc2ccccc2)CC1, CC#N, O=[N+]([O-])c1cccnc1Cl, [K+], [K+], O. The product is CCN(CC1CCN(Cc2ccccc2)CC1)c1ncccc1[N+](=O)[O-]. As a reaction SMILES: [C:28](=[O:29])([O-:30])[O-:31].[CH2:1]([c:2]1[cH:3][cH:4][cH:5][cH:6][cH:7]1)[N:8]1[CH2:9][CH2:10][CH:11]([CH2:14][NH:15][CH2:16][CH3:17])[CH2:12][CH2:13]1.[CH3:34][C:35]#[N:36].[Cl:18][c:19]1[n:20][cH:21][cH:22][cH:23][c:24]1[N+:25](=[O:26])[O-:27].[K+:32].[K+:33].[OH2:37]>>[CH2:1]([c:2]1[cH:3][cH:4][cH:5][cH:6][cH:7]1)[N:8]1[CH2:9][CH2:10][CH:11]([CH2:14][N:15]([CH2:16][CH3:17])[c:19]2[n:20][cH:21][cH:22][cH:23][c:24]2[N+:25](=[O:26])[O-:27])[CH2:12][CH2:13]1. Starting materials: C(#N)C1=C(C(=C(C(=O)OC)C=C1CC1=CC=C(C=C1)N1N=CC=C1)C=C)C (methyl 4-cyano-2-ethenyl-3-methyl-5-[4-(1H-pyrazol-1-yl)benzyl]benzoate), O.[OH-].[Li+] (lithium hydroxide monohydrate), CO (methanol). Run in C1CCOC1 (THF), O (water), O (water). Reaction conditions: temperature 10 celsius, time 16 hour. Yields the product C(#N)C1=C(C(=C(C(=O)O)C=C1CC1=CC=C(C=C1)N1N=CC=C1)C=C)C (4-cyano-2-ethenyl-3-methyl-5-[4-(1H-pyrazol-1-yl)benzyl]benzoic acid). Yield: 89.2%. Reaction SMILES: [C:1]([C:3]1[C:12]([CH2:13][C:14]2[CH:19]=[CH:18][C:17]([N:20]3[CH:24]=[CH:23][CH:22]=[N:21]3)=[CH:16][CH:15]=2)=[CH:11][C:6]([C:7]([O:9]C)=[O:8])=[C:5]([CH:25]=[CH2:26])[C:4]=1[CH3:27])#[N:2].O.[OH-].[Li+].CO>C1COCC1.O>[C:1]([C:3]1[C:12]([CH2:13][C:14]2[CH:15]=[CH:16][C:17]([N:20]3[CH:24]=[CH:23][CH:22]=[N:21]3)=[CH:18][CH:19]=2)=[CH:11][C:6]([C:7]([OH:9])=[O:8])=[C:5]([CH:25]=[CH2:26])[C:4]=1[CH3:27])#[N:2] |f:1.2.3|. Procedure details: To a solution of methyl 4-cyano-2-ethenyl-3-methyl-5-[4-(1H-pyrazol-1-yl)benzyl]benzoate (0.70 g) in THF (5.00 mL)-water (5.00 mL) were added lithium hydroxide monohydrate (0.25 g) and methanol (1.00 mL), and the mixture was stirred at 10° C. for 16 hr. The reaction mixture was diluted with water, and the mixture was extracted with tert-butyl methyl ether. The aqueous layer was acidified with 2N hydrochloric acid, and the mixture was extracted with ethyl acetate. The organic layer was dried over...